Dataset: the Open Reaction Database (ORD), a public repository of structured organic reaction records. Task: describe an organic reaction: reactants, conditions, products, and yield Reactants: C(C)OC(=O)N1CCNCCC1 (1-ethoxycarbonyl[1,4]diazepane), C([O-])(O)=O.[Na+] (sodium bicarbonate), ClC=1NC2=C(N1)C=CC=C2 (2-chlorobenzimidazole), CO (methanol). The solvent is CO.ClCCl (methanol dichloromethane). Conditions: temperature 130 celsius, time 4 hour. The product is C(C)OC(=O)N1CCN(CCC1)C1=NC2=C(N1)C=CC=C2 (1-ethoxycarbonyl-4-(1H-benzimidazol-2-yl)[1,4]diazepane). Reaction SMILES: [CH2:1]([O:3][C:4]([N:6]1[CH2:12][CH2:11][CH2:10][NH:9][CH2:8][CH2:7]1)=[O:5])[CH3:2].Cl[C:14]1[NH:15][C:16]2[CH:22]=[CH:21][CH:20]=[CH:19][C:17]=2[N:18]=1.CO.C(=O)(O)[O-].[Na+]>CO.ClCCl>[CH2:1]([O:3][C:4]([N:6]1[CH2:12][CH2:11][CH2:10][N:9]([C:14]2[NH:18][C:17]3[CH:19]=[CH:20][CH:21]=[CH:22][C:16]=3[N:15]=2)[CH2:8][CH2:7]1)=[O:5])[CH3:2] |f:3.4,5.6|. Reported procedure: Combine 1-ethoxycarbonyl[1,4]diazepane (18.0 g, 104 mmol) and 2-chlorobenzimidazole (7.93 g, 52 mmol). Heat to 130° C. After 4 hours, cool to ambient temperature and add hot methanol to dissolve the reaction mixture. Add a saturated aqueous solution of sodium bicarbonate (150 mL) and concentrate in vacuo to remove most of the methanol. Combine the aqueous reaction mixture and 95/5 diethyl ether/ethyl acetate. Separate the aqueous layer and extract three times with dichloromethane. Combine the di... The reactants are [BH4-], CCO, COC(=O)c1ccc(-c2cc(NC(=O)c3ccc(C(F)(F)F)nc3C)ccc2Cl)nc1, [Na+]. The product is Cc1nc(C(F)(F)F)ccc1C(=O)Nc1ccc(Cl)c(-c2ccc(CO)cn2)c1. RXN SMILES: [BH4-:32].[CH3:34][CH2:35][OH:36].[Cl:1][c:2]1[c:3](-[c:22]2[n:23][cH:24][c:25]([C:26](=[O:27])[O:28][CH3:29])[cH:30][cH:31]2)[cH:4][c:5]([NH:8][C:9]([c:10]2[c:11]([CH3:20])[n:12][c:13]([C:16]([F:17])([F:18])[F:19])[cH:14][cH:15]2)=[O:21])[cH:6][cH:7]1.[Na+:33]>>[Cl:1][c:2]1[c:3](-[c:22]2[n:23][cH:24][c:25]([CH2:26][OH:27])[cH:30][cH:31]2)[cH:4][c:5]([NH:8][C:9]([c:10]2[c:11]([CH3:20])[n:12][c:13]([C:16]([F:17])([F:18])[F:19])[cH:14][cH:15]2)=[O:21])[cH:6][cH:7]1. Starting materials: ClC1=C(C(=O)NC=2C=CC=C3C=C(C=NC23)C#C[Si](C)(C)C)C(=CC=C1)Cl (8-(2,6-dichlorobenzoylamino)-3-(trimethylsilylethynyl)quinoline), solution, [F-].C(CCC)[N+](CCCC)(CCCC)CCCC (tetrabutylammonium fluoride). Run in O1CCCC1 (tetrahydrofuran), O1CCCC1 (tetrahydrofuran), ClCCl (dichloromethane). Conditions: time 2 hour. The product is ClC1=C(C(=O)NC=2C=CC=C3C=C(C=NC23)C#C)C(=CC=C1)Cl (8-(2,6-dichlorobenzoylamino)-3-ethynylquinoline). The yield is 89.7%. Reaction SMILES: [Cl:1][C:2]1[CH:26]=[CH:25][CH:24]=[C:23]([Cl:27])[C:3]=1[C:4]([NH:6][C:7]1[CH:8]=[CH:9][CH:10]=[C:11]2[C:16]=1[N:15]=[CH:14][C:13]([C:17]#[C:18][Si](C)(C)C)=[CH:12]2)=[O:5].[F-].C([N+](CCCC)(CCCC)CCCC)CCC>O1CCCC1.ClCCl>[Cl:1][C:2]1[CH:26]=[CH:25][CH:24]=[C:23]([Cl:27])[C:3]=1[C:4]([NH:6][C:7]1[CH:8]=[CH:9][CH:10]=[C:11]2[C:16]=1[N:15]=[CH:14][C:13]([C:17]#[CH:18])=[CH:12]2)=[O:5] |f:1.2|. Reported procedure: To a solution of 8-(2,6-dichlorobenzoylamino)-3-(trimethylsilylethynyl)quinoline (150 mg) in tetrahydrofuran (3 ml) was added 1M solution of tetrabutylammonium fluoride in tetrahydrofuran (0.04 ml) under ice-cooling, and the mixture was stirred for 2 hours at the same temperature. The mixture was diluted with dichloromethane, washed with water and brine, dried over magnesium sulfate and evaporated in vacuo. The residue was purified by column chromatography on silica gel (ethyl acetate:n-hexane, ... Starting materials: C1CCOC1, O=C(Cl)Cc1ccc(F)cc1, CC(C)C(=O)Nc1cccc(C2CCN(CCC(N)c3ccccc3)CC2)c1. The product is CC(C)C(=O)Nc1cccc(C2CCN(CCC(NC(=O)Cc3ccc(F)cc3)c3ccccc3)CC2)c1. Reaction SMILES: [CH2:40]1[O:41][CH2:42][CH2:43][CH2:44]1.[F:29][c:30]1[cH:31][cH:32][c:33]([CH2:36][C:37](=[O:38])[Cl:39])[cH:34][cH:35]1.[NH2:1][CH:2]([CH2:3][CH2:4][N:5]1[CH2:6][CH2:7][CH:8]([c:11]2[cH:12][c:13]([NH:17][C:18]([CH:19]([CH3:20])[CH3:21])=[O:22])[cH:14][cH:15][cH:16]2)[CH2:9][CH2:10]1)[c:23]1[cH:24][cH:25][cH:26][cH:27][cH:28]1>>[NH:1]([CH:2]([CH2:3][CH2:4][N:5]1[CH2:6][CH2:7][CH:8]([c:11]2[cH:12][c:13]([NH:17][C:18]([CH:19]([CH3:20])[CH3:21])=[O:22])[cH:14][cH:15][cH:16]2)[CH2:9][CH2:10]1)[c:23]1[cH:24][cH:25][cH:26][cH:27][cH:28]1)[C:37]([CH2:36][c:33]1[cH:32][cH:31][c:30]([F:29])[cH:35][cH:34]1)=[O:38]. Reactants: CC(=O)O[BH-](OC(C)=O)OC(C)=O, O=C([O-])O, CC(=O)O, ClCCCl, [Na+], [Na+], CC(N)c1cccc2ccccc12, O=CC1CCN(C(=O)C(F)(F)F)CC1c1ccccc1. Yields the product CC(NCC1CCN(C(=O)C(F)(F)F)CC1c1ccccc1)c1cccc2ccccc12. RXN SMILES: [C:14]([O:15][BH-:16]([O:17][C:18](=[O:19])[CH3:20])[O:21][C:22](=[O:23])[CH3:24])(=[O:25])[CH3:26].[C:48](=[O:49])([O-:50])[OH:51].[CH3:57][C:58](=[O:59])[OH:60].[Cl:53][CH2:54][CH2:55][Cl:56].[Na+:27].[Na+:52].[c:1]1([CH:11]([CH3:12])[NH2:13])[cH:2][cH:3][cH:4][c:5]2[cH:6][cH:7][cH:8][cH:9][c:10]12.[c:28]1([CH:34]2[CH2:35][N:36]([C:42]([C:43]([F:44])([F:45])[F:46])=[O:47])[CH2:37][CH2:38][CH:39]2[CH:40]=[O:41])[cH:29][cH:30][cH:31][cH:32][cH:33]1>>[c:1]1([CH:11]([CH3:12])[NH:13][CH2:40][CH:39]2[CH:34]([c:28]3[cH:29][cH:30][cH:31][cH:32][cH:33]3)[CH2:35][N:36]([C:42]([C:43]([F:44])([F:45])[F:46])=[O:47])[CH2:37][CH2:38]2)[cH:2][cH:3][cH:4][c:5]2[cH:6][cH:7][cH:8][cH:9][c:10]12. Reactants: C(C1=CC=CC=C1)OC1=C(C(=O)N(C)C)C=C(C=C1)C=C (2-benzyloxy-N,N-dimethyl-5-vinylbenzamide), C12CCCC(CCC1)B2 (9-borabicyclo[3.3.1]nonane), [OH-].[Na+] (sodium hydroxide), OO (hydrogen peroxide). Run in O1CCCC1 (tetrahydrofuran), O1CCCC1 (tetrahydrofuran), O (water). Reaction conditions: time 14.5 hour. Product: C(C1=CC=CC=C1)OC1=C(C(=O)N(C)C)C=C(C=C1)CCO (2-benzyloxy-5-(2-hydroxyethyl)-N,N-dimethylbenzamide). RXN SMILES: [CH2:1]([O:8][C:9]1[CH:19]=[CH:18][C:17]([CH:20]=[CH2:21])=[CH:16][C:10]=1[C:11]([N:13]([CH3:15])[CH3:14])=[O:12])[C:2]1[CH:7]=[CH:6][CH:5]=[CH:4][CH:3]=1.C12BC(CCC1)CCC2.[OH-:31].[Na+].OO>O1CCCC1.O>[CH2:1]([O:8][C:9]1[CH:19]=[CH:18][C:17]([CH2:20][CH2:21][OH:31])=[CH:16][C:10]=1[C:11]([N:13]([CH3:15])[CH3:14])=[O:12])[C:2]1[CH:3]=[CH:4][CH:5]=[CH:6][CH:7]=1 |f:2.3|. Reported procedure: To a stirred solution of 2-benzyloxy-N,N-dimethyl-5-vinylbenzamide (560 mg) in tetrahydrofuran (5 ml) was added dropwise a solution of 9-borabicyclo[3.3.1]nonane (255 mg) in tetrahydrofuran (8 ml) at −20° C. under an argon atmosphere, and the mixture was stirred for 14.5 hours at room temperature. To the stirred reaction mixture were added 2N aqueous sodium hydroxide solution (3.0 ml) and 30% aqueous hydrogen peroxide solution (2.4 ml) under ice-cooling, and the resulting mixture was stirred for... Starting materials: ClC1=C(C=CC(=C1)OCCN(CC)CC)C(CCC)=O (1-[2-Chloro-4-(2-diethylaminoethoxy)phenyl]-1-butanone), Cl.ClCCN1CCOCC1 (N-(2-chloroethyl)morpholine hydrochloride). The product is ClC1=C(C=CC(=C1)OCCN1CCOCC1)C(CCC)=O (1-[2-Chloro-4-(2-morpholinoethoxy)phenyl]-1-butanone). As a reaction SMILES: [Cl:1][C:2]1[CH:7]=[C:6]([O:8][CH2:9][CH2:10][N:11]([CH2:14][CH3:15])[CH2:12][CH3:13])[CH:5]=[CH:4][C:3]=1[C:16](=[O:20])[CH2:17][CH2:18][CH3:19].Cl.ClCCN1CC[O:28]CC1>>[Cl:1][C:2]1[CH:7]=[C:6]([O:8][CH2:9][CH2:10][N:11]2[CH2:12][CH2:13][O:28][CH2:15][CH2:14]2)[CH:5]=[CH:4][C:3]=1[C:16](=[O:20])[CH2:17][CH2:18][CH3:19] |f:1.2|. Reported procedure: This compound is prepared by essentially the same procedure as described in Example 1 Step A except that the 2-diethylaminoethyl chloride hydrochloride of Example 1, Step A is replaced by an equimolecular quantity of N-(2-chloroethyl)morpholine hydrochloride. The product is obtained as a colorless oil upon distillation in vacuo (0.3 mm.). Isolated yield 88.8%. Run in O (water). Reported procedure: For example, Non-Patent Document 1 discloses that 1 g of 3-(3,4-dimethoxyphenyl)propionic acid and 10 g of polyphosphoric acid were reacted at 65° C. for 25 minutes, followed by addition of cold water. Then, the resulting mixture was extracted with diethyl ether or ethyl acetate, and the organic layer thus extracted was washed with a 10% aqueous solution of sodium bicarbonate and purified by crystallization with ethanol to give 0.812 g (yield 90%) of 5,6-dimethoxy-1-indanone. However, it is also... RXN SMILES: [CH3:1][O:2][C:3]1[CH:4]=[C:5]([CH2:11][CH2:12][C:13]([OH:15])=O)[CH:6]=[CH:7][C:8]=1[O:9][CH3:10]>O>[CH3:1][O:2][C:3]1[CH:4]=[C:5]2[C:6](=[CH:7][C:8]=1[O:9][CH3:10])[C:13](=[O:15])[CH2:12][CH2:11]2. Product: COC=1C=C2CCC(C2=CC1OC)=O (5,6-dimethoxy-1-indanone). The reactants are COC=1C=C(C=CC1OC)CCC(=O)O (3-(3,4-dimethoxyphenyl)propionic acid), polyphosphoric acid. The reactants are CC(=O)O, O=C1C=C(O)C(=Cc2ccccc2Cl)N1, O=N[O-], [Na+]. The product is O=C1NC(=Cc2ccccc2Cl)C(=O)C1=NO. RXN SMILES: [CH3:20][C:21](=[O:22])[OH:23].[Cl:5][c:6]1[c:7]([CH:8]=[C:9]2[C:10]([OH:15])=[CH:11][C:12](=[O:14])[NH:13]2)[cH:16][cH:17][cH:18][cH:19]1.[N:1](=[O:2])[O-:3].[Na+:4]>>[N:1]([OH:3])=[C:11]1[C:10](=[O:15])[C:9](=[CH:8][c:7]2[c:6]([Cl:5])[cH:19][cH:18][cH:17][cH:16]2)[NH:13][C:12]1=[O:14].